From a dataset of the Open Reaction Database (ORD), a public repository of structured organic reaction records. describe an organic reaction: reactants, conditions, products, and yield Reactants: C1CCOC1, CC(C)OC(=O)N=NC(=O)OC(C)C, O=C1c2ccccc2C(=O)N1O, c1ccc(P(c2ccccc2)c2ccccc2)cc1. Product: O=C1NC(=O)c2ccccc21. RXN SMILES: [CH2:46]1[O:47][CH2:48][CH2:49][CH2:50]1.[O:32]=[C:33]([O:34][CH:35]([CH3:36])[CH3:37])[N:38]=[N:39][C:40]([O:41][CH:42]([CH3:43])[CH3:44])=[O:45].[OH:20][N:21]1[C:22](=[O:31])[c:23]2[c:24]([cH:27][cH:28][cH:29][cH:30]2)[C:25]1=[O:26].[c:1]1([P:2]([c:3]2[cH:4][cH:5][cH:6][cH:7][cH:8]2)[c:9]2[cH:10][cH:11][cH:12][cH:13][cH:14]2)[cH:15][cH:16][cH:17][cH:18][cH:19]1>>[NH:21]1[C:22](=[O:31])[c:23]2[c:24]([cH:27][cH:28][cH:29][cH:30]2)[C:25]1=[O:26].